From a dataset of the Open Reaction Database (ORD), a public repository of structured organic reaction records. describe an organic reaction: reactants, conditions, products, and yield The reactants are Cl (hydrochloride), Cl.NC1=C(C=C(C=C1F)C(CNC(C)(C)CC)=O)Cl (4'-amino-3'-chloro-5'-fluoro-2-tert.pentylamino-acetophenone hydrochloride), [BH4-].[Na+] (sodium borohydride). The product is NC1=C(C=C(C=C1F)C(CNC(C)(C)CC)O)Cl (1-(4'-Amino-3'-chloro-5'-fluoro-phenyl)-2-tert.pentylamino-ethanol). Reaction SMILES: Cl.Cl.[NH2:3][C:4]1[C:9]([F:10])=[CH:8][C:7]([C:11](=[O:19])[CH2:12][NH:13][C:14]([CH2:17][CH3:18])([CH3:16])[CH3:15])=[CH:6][C:5]=1[Cl:20].[BH4-].[Na+]>>[NH2:3][C:4]1[C:9]([F:10])=[CH:8][C:7]([CH:11]([OH:19])[CH2:12][NH:13][C:14]([CH2:17][CH3:18])([CH3:15])[CH3:16])=[CH:6][C:5]=1[Cl:20] |f:1.2,3.4|. Reported procedure: m.p. of the hydrochloride: 187°-188° C. (decomp.), was prepared from 4'-amino-3'-chloro-5'-fluoro-2-tert.pentylamino-acetophenone hydrochloride and sodium borohydride analogous to Example 1.